This data is from the Open Reaction Database (ORD), a public repository of structured organic reaction records. The task is: describe an organic reaction: reactants, conditions, products, and yield Starting materials: O=C1N(C(C2=CC=CC=C12)=O)CCC(C(=O)O)C1(C(N(CC1)CC1=CC=CC=C1)=O)CC(C)C (α-[2-(1,3-dihydro-1,3-dioxo-2H-isoindol-2-yl)ethyl]-3-(2-methylpropyl)-2-oxo-1-(phenylmethyl)-3-pyrrolidineacetic acid), ON1N=NC2=C1C=CC=C2 (1-hydroxybenzotriazole), C(CCl)Cl (EDC), CN1CCOCC1 (4-methylmorpholine), Cl.NO (hydroxylamine HCl). Run in ClCl.CN(C)C=O (Cl2 DMF), O (H2O). Reaction conditions: time 1 hour. Yields the product O=C1N(C(C2=CC=CC=C12)=O)CCC(C(=O)NO)C1(C(N(CC1)CC1=CC=CC=C1)=O)CC(C)C (α-[2-(1,3-Dihydro-1,3-dioxo-2H-isoindol-2-yl)ethyl]-N-hydroxy-3-(2-methylpropyl)-2-oxo-1-(phenylmethyl)-3-pyrrolidineacetamide). Isolated yield 74.5%. As a reaction SMILES: [O:1]=[C:2]1[C:10]2[C:5](=[CH:6][CH:7]=[CH:8][CH:9]=2)[C:4](=[O:11])[N:3]1[CH2:12][CH2:13][CH:14]([C:18]1([CH2:31][CH:32]([CH3:34])[CH3:33])[CH2:22][CH2:21][N:20]([CH2:23][C:24]2[CH:29]=[CH:28][CH:27]=[CH:26][CH:25]=2)[C:19]1=[O:30])[C:15](O)=[O:16].[OH:35][N:36]1C2C=CC=CC=2N=N1.C(Cl)CCl.CN1CCOCC1.Cl.NO>ClCl.CN(C=O)C.O>[O:11]=[C:4]1[C:5]2[C:10](=[CH:9][CH:8]=[CH:7][CH:6]=2)[C:2](=[O:1])[N:3]1[CH2:12][CH2:13][CH:14]([C:18]1([CH2:31][CH:32]([CH3:33])[CH3:34])[CH2:22][CH2:21][N:20]([CH2:23][C:24]2[CH:29]=[CH:28][CH:27]=[CH:26][CH:25]=2)[C:19]1=[O:30])[C:15]([NH:36][OH:35])=[O:16] |f:4.5,6.7|. Procedure details: A cold (0° C.) solution of α-[2-(1,3-dihydro-1,3-dioxo-2H-isoindol-2-yl)ethyl]-3-(2-methylpropyl)-2-oxo-1-(phenylmethyl)-3-pyrrolidineacetic acid (559 mg) in CH2 Cl2 /DMF (8 mL/2 mL) is treated with 1-hydroxybenzotriazole (158 mg, 1.17 mmol), 4-methyknorpholine (129 μL, 1.17 mmol), and EDC (224 mg, 1.17 mmol). After 1 hour, additional 4-methylmorpholine (159 μL, 1.45 mmol) and hydroxylamine HCl (101 mg, 1.45 mmol) are added. The solution is allowed to slowly warm to room temperature, stirring un... The reactants are BrC=1C(=NN(C1NC(C(F)(F)F)=O)C1=C(C=C(C(=C1)SCC(F)(F)F)C)F)OCC(C(F)(F)F)(F)F (4-bromo-1-{2-fluoro-4-methyl-5-(2,2,2-trifluoroethylthio)phenyl}-3-(2,2,3,3,3-pentafluoropropoxy)-5-trifluoroacetylaminopyrazole), [H][H] (hydrogen). Reagents/catalysts: [C].[Pd] (palladium carbon). The solvent is C(C)O (ethanol). Yields the product FC1=C(C=C(C(=C1)C)SCC(F)(F)F)N1N=C(C=C1NC(C(F)(F)F)=O)OCC(C(F)(F)F)(F)F (1-{2-fluoro-4-methyl-5-(2,2,2-trifluoroethylthio)phenyl}-3-(2,2,3,3,3-pentafluoropropoxy)-5-trifluoroacetylaminopyrazole). Isolated yield 95.3%. RXN SMILES: Br[C:2]1[C:3]([O:28][CH2:29][C:30]([F:36])([F:35])[C:31]([F:34])([F:33])[F:32])=[N:4][N:5]([C:14]2[CH:19]=[C:18]([S:20][CH2:21][C:22]([F:25])([F:24])[F:23])[C:17]([CH3:26])=[CH:16][C:15]=2[F:27])[C:6]=1[NH:7][C:8](=[O:13])[C:9]([F:12])([F:11])[F:10].[H][H]>C(O)C.[C].[Pd]>[F:27][C:15]1[CH:16]=[C:17]([CH3:26])[C:18]([S:20][CH2:21][C:22]([F:25])([F:24])[F:23])=[CH:19][C:14]=1[N:5]1[C:6]([NH:7][C:8](=[O:13])[C:9]([F:12])([F:10])[F:11])=[CH:2][C:3]([O:28][CH2:29][C:30]([F:36])([F:35])[C:31]([F:32])([F:33])[F:34])=[N:4]1 |f:3.4|. Reported procedure: 1.2 g of 4-bromo-1-{2-fluoro-4-methyl-5-(2,2,2-trifluoroethylthio)phenyl}-3-(2,2,3,3,3-pentafluoropropoxy)-5-trifluoroacetylaminopyrazole was dissolved in 200 mL of ethanol, and 1.2 g of 10% palladium carbon was added. 430 mL of hydrogen was blown over a period of 10 days at room temperature under reduced pressure, the solvent was distilled off under reduced pressure, and the obtained residue was purified by column chromatography (developing solvent ethyl acetate:hexane:acetic acid=10:40:1) to o... The reactants are C(C)(C)(C)OC(=O)N1C(=CC2=CC(=CC=C12)Cl)CN1CC(N(C(C1)=O)CC1=CC(=C(C=C1)C#N)N=C(C1=CC=CC=C1)C1=CC=CC=C1)C(=O)OC ((±)-2-{4-[3-(benzhydrylidene-amino)-4-cyano-benzyl]-3-methoxycarbonyl-5-oxo-piperazin-1-ylmethyl}-5-chloro-indole-1-carboxylic acid tert-butyl ester). Reagents/catalysts: Cl (HCl). Run in CO (MeOH). Product: C(C)(C)(C)OC(=O)N1C(=CC2=CC(=CC=C12)Cl)CN1CC(N(C(C1)=O)CC1=CC(=C(C=C1)C#N)N)C(=O)OC ((±)-2-[4-(3-Amino-4-cyano-benzyl)-3-methoxycarbonyl-5-oxo-piperazin-1-ylmethyl]-5-chloro-indole-1-carboxylic acid tert-butyl ester). The yield is 95.3%. RXN SMILES: [C:1]([O:5][C:6]([N:8]1[C:16]2[C:11](=[CH:12][C:13]([Cl:17])=[CH:14][CH:15]=2)[CH:10]=[C:9]1[CH2:18][N:19]1[CH2:24][C:23](=[O:25])[N:22]([CH2:26][C:27]2[CH:32]=[CH:31][C:30]([C:33]#[N:34])=[C:29]([N:35]=C(C3C=CC=CC=3)C3C=CC=CC=3)[CH:28]=2)[CH:21]([C:49]([O:51][CH3:52])=[O:50])[CH2:20]1)=[O:7])([CH3:4])([CH3:3])[CH3:2]>Cl.CO>[C:1]([O:5][C:6]([N:8]1[C:16]2[C:11](=[CH:12][C:13]([Cl:17])=[CH:14][CH:15]=2)[CH:10]=[C:9]1[CH2:18][N:19]1[CH2:24][C:23](=[O:25])[N:22]([CH2:26][C:27]2[CH:32]=[CH:31][C:30]([C:33]#[N:34])=[C:29]([NH2:35])[CH:28]=2)[CH:21]([C:49]([O:51][CH3:52])=[O:50])[CH2:20]1)=[O:7])([CH3:4])([CH3:3])[CH3:2]. Procedure details: Partially-purified (±)-2-{4-[3-(benzhydrylidene-amino)-4-cyano-benzyl]-3-methoxycarbonyl-5-oxo-piperazin-1-ylmethyl}-5-chloro-indole-1-carboxylic acid tert-butyl ester (550 mg, 0.76 mmol) is suspended in reagent grade MeOH (20 mL). To the heterogeneous mixture is added 12M HCl (5 drops) and the reaction mixture is maintained at ambient temperature until homogeneous (˜30 min). The reaction mixture is partitioned between diethyl ether and water containing excess NaHCO3 (500 mL). The layers are sep... As a reaction SMILES: F[C:2]1[CH:11]=[C:10]2[C:5]([CH:6]=CC(=O)[NH:9]2)=[CH:4][CH:3]=1.CN.O.C[CH2:17][OH:18].C[N:20]1C(=O)CCC1>>[NH2:9][C:10]1[CH:11]=[CH:2][CH:3]=[C:4]([O:18][CH3:17])[C:5]=1[C:6]#[N:20] |f:3.4|. Yields the product NC1=C(C#N)C(=CC=C1)OC (2-Amino-6-methoxy-benzonitrile). Reactants: FC1=CC=C2C=CC(NC2=C1)=O (7-Fluoroquinolinone), O (water), CCO.CN1CCCC1=O (EtOH NMP), solution, CN (MeNH2). Procedure: A 7-Fluoroquinolinone derivative in a 8 M solution of MeNH2 in EtOH:NMP (1:1), was submitted to microwave irradiation 4 times for 5 minutes at 220° C. After cooling, water was added, and the mixture was extracted with EtOAc. The organic extracts were collected and dried over Na2SO4. Evaporation of the solvent under reduced pressure and purification of the residue by reverse phase preparative HPLC afforded the desired product. Other primary and secondary amines were used neat, 1:1 with NMP.